The task is: describe an organic reaction: reactants, conditions, products, and yield. This data is from the Open Reaction Database (ORD), a public repository of structured organic reaction records. Reported procedure: A solution of 4-(2-aminophenyl)morpholine (5.8 g) in dichloromethane (60 ml) was treated with n-butyl isothiocyanate (5 g) and mixture stirred at room temperature for 4 days to yield 1-(n-butyl)-3-(2-morpholinophenyl)thiourea as a pale yellow solid (m.p. 105° C.). Reaction SMILES: [NH2:1][C:2]1[CH:7]=[CH:6][CH:5]=[CH:4][C:3]=1[N:8]1[CH2:13][CH2:12][O:11][CH2:10][CH2:9]1.[CH2:14]([N:18]=[C:19]=[S:20])[CH2:15][CH2:16][CH3:17]>ClCCl>[CH2:14]([NH:18][C:19]([NH:1][C:2]1[CH:7]=[CH:6][CH:5]=[CH:4][C:3]=1[N:8]1[CH2:13][CH2:12][O:11][CH2:10][CH2:9]1)=[S:20])[CH2:15][CH2:16][CH3:17]. Conditions: time 4 day. The solvent is ClCCl (dichloromethane). Reactants: NC1=C(C=CC=C1)N1CCOCC1 (4-(2-aminophenyl)morpholine), C(CCC)N=C=S (n-butyl isothiocyanate). Product: C(CCC)NC(=S)NC1=C(C=CC=C1)N1CCOCC1 (1-(n-butyl)-3-(2-morpholinophenyl)thiourea). Starting materials: S(=O)(Cl)Cl (thionyl chloride), N1=CC=CC=C1 (pyridine), C(CCCC)OCC1=CC=C(C(=O)O)C=C1 (4-(Pentyloxymethyl)benzoic acid), C(CCCC)OCC1=CC=C(C(=O)OC2=CC(=C(C(=C2)F)C#N)F)C=C1 (3,5-difluoro-4-cyanophenyl 4-(pentyloxymethyl)benzoate), ( 1 ), A1. Run in C1(=CC=CC=C1)C (toluene). The product is C(CCCC)OCC1=CC=C(C(=O)Cl)C=C1 (4-(pentyloxymethyl)benzoyl chloride). Reaction SMILES: [CH2:1]([O:6][CH2:7][C:8]1[CH:26]=[CH:25][C:11]([C:12](OC2C=C(F)C(C#N)=C(F)C=2)=[O:13])=[CH:10][CH:9]=1)[CH2:2][CH2:3][CH2:4][CH3:5].C(OCC1C=CC(C(O)=O)=CC=1)CCCC.S(Cl)([Cl:45])=O.N1C=CC=CC=1>C1(C)C=CC=CC=1>[CH2:1]([O:6][CH2:7][C:8]1[CH:26]=[CH:25][C:11]([C:12]([Cl:45])=[O:13])=[CH:10][CH:9]=1)[CH2:2][CH2:3][CH2:4][CH3:5]. Reported procedure: Preparation of 3,5-difluoro-4-cyanophenyl 4-(pentyloxymethyl)benzoate (in the formula (1), R=C5H11, l=1, m=1, n and o=both, 0; A1 =1,4- phenylene group, Z1 =--COO--, X=CN, and Y1 and Y2 =both, F) (Compound No. 1)) 4-(Pentyloxymethyl)benzoic acid. (1.6 g, 7.1 mmol) was mixed with thionyl chloride (1.3 g, 10.6 mmol), pyridine (0.1 ml) and toluene (3 ml), followed by reacting them at 80° C. for 2 hours, and distilling off superfluous thionyl chloride and toluene under reduced pressure, to obtain ra... Reactants: C=Cc1ccncc1, O=[N+]([O-])c1cccc(I)c1, CC(=O)[O-], CC(=O)[O-], [Pd+2]. Yields the product O=[N+]([O-])c1cccc(C=Cc2ccncc2)c1. RXN SMILES: [CH:11](=[CH2:12])[c:13]1[cH:14][cH:15][n:16][cH:17][cH:18]1.[N+:1](=[O:2])([O-:3])[c:4]1[cH:5][c:6]([I:10])[cH:7][cH:8][cH:9]1.[O-:20][C:21]([CH3:22])=[O:23].[O-:24][C:25]([CH3:26])=[O:27].[Pd+2:19]>>[N+:1](=[O:2])([O-:3])[c:4]1[cH:5][c:6]([CH:12]=[CH:11][c:13]2[cH:14][cH:15][n:16][cH:17][cH:18]2)[cH:7][cH:8][cH:9]1.